This data is from the Open Reaction Database (ORD), a public repository of structured organic reaction records. The task is: describe an organic reaction: reactants, conditions, products, and yield The reactants are resultant mixture, COC1=CC=C(C=C1)N (p-anisidine), N1=CC=CC=C1 (pyridine), ClC1=C(C=CC(=C1Cl)S(=O)(=O)Cl)NC([C@@](C(F)(F)F)(C)O)=O ((R)-N-[2,3-dichloro-4-(chlorosulphonyl)phenyl]-3,3,3-trifluoro-2-hydroxy-2-methylpropanamide). The reagents and catalysts are CN(C1=CC=NC=C1)C (4-dimethylaminopyridine). The solvent is CCOC(=O)C (EtOAc), CCOC(=O)C (EtOAc). The product is ClC1=C(C=CC(=C1Cl)S(=O)(=O)NC1=CC=C(C=C1)OC)NC([C@@](C(F)(F)F)(C)O)=O ((R)-N-[2,3-Dichloro-4-(4-methoxyanilinosulphonyl)phenyl]-3,3,3-trifluoro-2-hydroxy-2-methylpropanamide). Isolated yield 46.0%. RXN SMILES: [CH3:1][O:2][C:3]1[CH:8]=[CH:7][C:6]([NH2:9])=[CH:5][CH:4]=1.N1C=CC=CC=1.[Cl:16][C:17]1[C:22]([Cl:23])=[C:21]([S:24](Cl)(=[O:26])=[O:25])[CH:20]=[CH:19][C:18]=1[NH:28][C:29](=[O:37])[C@:30]([OH:36])([CH3:35])[C:31]([F:34])([F:33])[F:32]>CN(C)C1C=CN=CC=1.CCOC(C)=O>[Cl:16][C:17]1[C:22]([Cl:23])=[C:21]([S:24]([NH:9][C:6]2[CH:7]=[CH:8][C:3]([O:2][CH3:1])=[CH:4][CH:5]=2)(=[O:26])=[O:25])[CH:20]=[CH:19][C:18]=1[NH:28][C:29](=[O:37])[C@:30]([OH:36])([CH3:35])[C:31]([F:32])([F:33])[F:34]. Procedure: To a stirred solution of p-anisidine (74 mg, 0.6 mmol), pyridine (0.14 ml, 1.0 mmol) and 4-dimethylaminopyridine (10 mg) in EtOAc (10 ml) was added a solution of (R)-N-[2,3-dichloro-4-(chlorosulphonyl)phenyl]-3,3,3-trifluoro-2-hydroxy-2-methylpropanamide (200 mg, 0.5 mmol) (Method 1) in EtOAc (10 ml). The resultant mixture was stirred at ambient temperature overnight, washed with 1 M aqueous hydrochloric acid, saturated sodium hydrogen carbonate solution and brine, dried and evaporated. The resi... Reactants: FB(F)F, CCOCC, COCCOC, CCCCC, ClCCl, CC(C)(C)ON=O, Cn1c(C(F)(F)F)cc(=O)n(-c2cc(Oc3ccc(N)c(OCc4ccccc4)n3)c(Cl)cc2F)c1=O. Product: Cn1c(C(F)(F)F)cc(=O)n(-c2cc(Oc3cccc(OCc4ccccc4)n3)c(Cl)cc2F)c1=O. As a reaction SMILES: [B:6]([F:7])([F:8])[F:9].[CH2:1]([O:2][CH2:3][CH3:4])[CH3:5].[CH3:47][O:48][CH2:49][CH2:50][O:51][CH3:52].[CH3:60][CH2:61][CH2:62][CH2:63][CH3:64].[Cl:65][CH2:66][Cl:67].[N:53]([O:54][C:55]([CH3:56])([CH3:57])[CH3:58])=[O:59].[NH2:10][c:11]1[c:12]([O:39][CH2:40][c:41]2[cH:42][cH:43][cH:44][cH:45][cH:46]2)[n:13][c:14]([O:17][c:18]2[c:19]([Cl:38])[cH:20][c:21]([F:37])[c:22](-[n:24]3[c:25](=[O:36])[n:26]([CH3:35])[c:27]([C:31]([F:32])([F:33])[F:34])[cH:28][c:29]3=[O:30])[cH:23]2)[cH:15][cH:16]1>>[cH:11]1[c:12]([O:39][CH2:40][c:41]2[cH:42][cH:43][cH:44][cH:45][cH:46]2)[n:13][c:14]([O:17][c:18]2[c:19]([Cl:38])[cH:20][c:21]([F:37])[c:22](-[n:24]3[c:25](=[O:36])[n:26]([CH3:35])[c:27]([C:31]([F:32])([F:33])[F:34])[cH:28][c:29]3=[O:30])[cH:23]2)[cH:15][cH:16]1. Reactants: O=C(O)c1ccc(Br)cn1, COC(=O)C(N)Cc1ccc(-c2ccccc2)cc1. Yields the product COC(=O)C(Cc1ccc(-c2ccccc2)cc1)NC(=O)c1ccc(Br)cn1. Reaction SMILES: [Br:1][c:2]1[cH:3][cH:4][c:5]([C:8](=[O:9])[OH:10])[n:6][cH:7]1.[CH3:11][O:12][C:13]([CH:14]([CH2:15][c:16]1[cH:17][cH:18][c:19](-[c:22]2[cH:23][cH:24][cH:25][cH:26][cH:27]2)[cH:20][cH:21]1)[NH2:28])=[O:29]>>[Br:1][c:2]1[cH:3][cH:4][c:5]([C:8](=[O:10])[NH:28][CH:14]([C:13]([O:12][CH3:11])=[O:29])[CH2:15][c:16]2[cH:17][cH:18][c:19](-[c:22]3[cH:23][cH:24][cH:25][cH:26][cH:27]3)[cH:20][cH:21]2)[n:6][cH:7]1. Starting materials: BrC1=C(C=C(C=C1)F)C (2-bromo-5-fluorotoluene), BrN1C(CCC1=O)=O (N-bromosuccinimide), C(C1=CC=CC=C1)(=O)OOC(C1=CC=CC=C1)=O (benzoyl peroxide). Solvent: C(Cl)(Cl)(Cl)Cl (CCl4). Product: BrC1=C(C=C(C=C1)F)CBr (1-Bromo-2-(bromomethyl)-4-fluorobenzene). RXN SMILES: [Br:1][C:2]1[CH:7]=[CH:6][C:5]([F:8])=[CH:4][C:3]=1[CH3:9].[Br:10]N1C(=O)CCC1=O.C(OOC(=O)C1C=CC=CC=1)(=O)C1C=CC=CC=1>C(Cl)(Cl)(Cl)Cl>[Br:1][C:2]1[CH:7]=[CH:6][C:5]([F:8])=[CH:4][C:3]=1[CH2:9][Br:10]. Reported procedure: A mixture of 18.9 g (100 mmol) of 2-bromo-5-fluorotoluene, 17.8 g (100 mmol) of N-bromosuccinimide, 400 mg of benzoyl peroxide, and 200 ml of CCl4 were refluxed for 2 h. The resulting mixture was filtered through a glass frit (G2), and the precipitate was additionally washed with 3×50 ml of CCl4. The combined filtrate was evaporated to dryness. Fractional distillation of the residue (bp 92-96° C./ 4 mm Hg) gave the title product as colorless oil. Yield 19.0 g (71%).